From a dataset of the Open Reaction Database (ORD), a public repository of structured organic reaction records. describe an organic reaction: reactants, conditions, products, and yield The reactants are O1CCC(CC1)C(=O)O (tetrahydropyran-4-yl-carboxylic acid), O=S(Cl)Cl (SOCl2), C(C1=CC=CC=C1)O (benzyl alcohol). Run in O1CCCC1 (tetrahydrofuran). Reaction conditions: temperature 60 celsius, time 1 hour. Product: O1CCC(CC1)C(=O)OCC1=CC=CC=C1 (Benzyl tetrahydropyran-4-yl-carboxylate). Isolated yield 70.1%. As a reaction SMILES: [O:1]1[CH2:6][CH2:5][CH:4]([C:7]([OH:9])=[O:8])[CH2:3][CH2:2]1.O=S(Cl)Cl.[CH2:14](O)[C:15]1[CH:20]=[CH:19][CH:18]=[CH:17][CH:16]=1>O1CCCC1>[O:1]1[CH2:6][CH2:5][CH:4]([C:7]([O:9][CH2:14][C:15]2[CH:20]=[CH:19][CH:18]=[CH:17][CH:16]=2)=[O:8])[CH2:3][CH2:2]1. Reported procedure: A mixture of tetrahydropyran-4-yl-carboxylic acid (910 mg, 6.99 mmol) and SOCl2 (5.0 mL) was stirred for 1 h at 60° C. and concentrated in vacuo. To the residue were added benzyl alcohol (1.52 g, 14.1 mmol) and tetrahydrofuran (5.0 mL) at ambient temperature. The resulting mixture was stirred for 13 h at ambient temperature and concentrated in vacuo. The residue was purified by preparative thin layer chromatography (silica gel, eluting with hexane/ethyl acetate (2:1)) to give 1.08 g (70%) of the... Yields the product C(C)(=O)C=1N=C(SC1)CN1N=CC(=N1)NC(\C=C\C1=C(C=CC=C1)C(F)(F)F)=O ((E)-N-[2-(4-Acetyl-thiazol-2-ylmethyl)-2H-[1,2,3]triazol-4-yl]-3-(2-trifluoromethyl-phenyl)-acrylamide). Starting materials: CC1(OCCO1)C=1N=C(SC1)CN1N=CC(=N1)N (2-[4-(2-methyl-[1,3]dioxolan-2-yl)-thiazol-2-ylmethyl]-2H-[1,2,3]triazol-4-ylamine), FC(C1=C(C=CC=C1)/C=C/C(=O)O)(F)F ((E)-3-(2-trifluoromethyl-phenyl)-acrylic acid). Reported procedure: Following general procedure A followed by B, starting from 2-[4-(2-methyl-[1,3]dioxolan-2-yl)-thiazol-2-ylmethyl]-2H-[1,2,3]triazol-4-ylamine and (E)-3-(2-trifluoromethyl-phenyl)-acrylic acid. As a reaction SMILES: [CH3:1][C:2]1([C:7]2[N:8]=[C:9]([CH2:12][N:13]3[N:17]=[C:16]([NH2:18])[CH:15]=[N:14]3)[S:10][CH:11]=2)[O:6]CCO1.[F:19][C:20]([F:33])([F:32])[C:21]1[CH:26]=[CH:25][CH:24]=[CH:23][C:22]=1/[CH:27]=[CH:28]/[C:29](O)=[O:30]>>[C:2]([C:7]1[N:8]=[C:9]([CH2:12][N:13]2[N:17]=[C:16]([NH:18][C:29](=[O:30])/[CH:28]=[CH:27]/[C:22]3[CH:23]=[CH:24][CH:25]=[CH:26][C:21]=3[C:20]([F:32])([F:33])[F:19])[CH:15]=[N:14]2)[S:10][CH:11]=1)(=[O:6])[CH3:1]. The reactants are COC=1C(=CC2=C(C=3CCCC3C(CC2)N2C(C3=CC=CC=C3C2=O)=O)C1OC)OS(=O)(=O)C1=CC=C(C=C1)C (2-[9,10-dimethoxy-8-[[(4-methylphenyl)-sulfonyl]oxy]-1,2,3,4,5,6-hexahydro-benz[e]azulen-4-yl]-1H-isoindole-1,3(2H)-dione). The reagents and catalysts are [Pd] (palladium on activated charcoal). Solvent: O1CCCC1 (tetrahydrofuran). Run at time 20 hour. The product is COC=1C(=CC2=C(C=3CCCC3C(CC2)NC(C)C2=CC=CC=C2)C1OC)O (9,10-dimethoxy 8-hydroxy 1,2,3,4,5,6-hexahydro 4-((1-phenylethyl)amino)-benz[e]azulene). As a reaction SMILES: [CH3:1][O:2][C:3]1[C:4]([O:30]S(C2C=CC(C)=CC=2)(=O)=O)=[CH:5][C:6]2[CH2:15][CH2:14][CH:13]([N:16]3C(=O)C4[C:18](=CC=CC=4)[C:17]3=O)[C:12]3[CH2:11][CH2:10][CH2:9][C:8]=3[C:7]=2[C:27]=1[O:28][CH3:29]>O1CCCC1.[Pd]>[CH3:1][O:2][C:3]1[C:4]([OH:30])=[CH:5][C:6]2[CH2:15][CH2:14][CH:13]([NH:16][CH:17]([C:3]3[CH:4]=[CH:5][CH:6]=[CH:7][CH:27]=3)[CH3:18])[C:12]3[CH2:11][CH2:10][CH2:9][C:8]=3[C:7]=2[C:27]=1[O:28][CH3:29]. Reported procedure: The product of Example 15 was dissolved in 700 ml of tetrahydrofuran and 2 g of palladium on activated charcoal were added. Hydrogenation (1.2 bar) was carried out for 20 hours and after filtering and evaporating the solvent, 6.9 g of the expected product were obtained which was identical to that of Stage A of Example 15. Starting materials: B, C1CCOC1, O=C(Cc1cccc(OCc2ccccc2)c1)Nc1ccc(Cl)c(Cl)c1, Cl, [K+], C1CCOC1, [OH-], O. The product is Clc1ccc(NCCc2cccc(OCc3ccccc3)c2)cc1Cl. Reaction SMILES: [BH3:32].[CH2:36]1[O:37][CH2:38][CH2:39][CH2:40]1.[Cl:1][c:2]1[cH:3][c:4]([NH:9][C:10]([CH2:11][c:12]2[cH:13][c:14]([O:18][CH2:19][c:20]3[cH:21][cH:22][cH:23][cH:24][cH:25]3)[cH:15][cH:16][cH:17]2)=[O:26])[cH:5][cH:6][c:7]1[Cl:8].[ClH:33].[K+:35].[O:27]1[CH2:28][CH2:29][CH2:30][CH2:31]1.[OH-:34].[OH2:41]>>[Cl:1][c:2]1[cH:3][c:4]([NH:9][CH2:10][CH2:11][c:12]2[cH:13][c:14]([O:18][CH2:19][c:20]3[cH:21][cH:22][cH:23][cH:24][cH:25]3)[cH:15][cH:16][cH:17]2)[cH:5][cH:6][c:7]1[Cl:8]. Reactants: CS(=O)(=O)OC1CCN(c2ccc3c(NC(=O)CC4CCCCC4)c(Cl)ccc3n2)C1, NCCO. Yields the product O=C(CC1CCCCC1)Nc1c(Cl)ccc2nc(N3CCC(NCCO)C3)ccc12. RXN SMILES: [Cl:1][c:2]1[c:3]([NH:22][C:23]([CH2:24][CH:25]2[CH2:26][CH2:27][CH2:28][CH2:29][CH2:30]2)=[O:31])[c:4]2[cH:5][cH:6][c:7]([N:12]3[CH2:13][CH:14]([O:17][S:18]([CH3:19])(=[O:20])=[O:21])[CH2:15][CH2:16]3)[n:8][c:9]2[cH:10][cH:11]1.[NH2:32][CH2:33][CH2:34][OH:35]>>[Cl:1][c:2]1[c:3]([NH:22][C:23]([CH2:24][CH:25]2[CH2:26][CH2:27][CH2:28][CH2:29][CH2:30]2)=[O:31])[c:4]2[cH:5][cH:6][c:7]([N:12]3[CH2:13][CH:14]([NH:32][CH2:33][CH2:34][OH:35])[CH2:15][CH2:16]3)[n:8][c:9]2[cH:10][cH:11]1. The reactants are Cc1ccccc1, CN(C)c1ccncc1, O=C(Cl)C1CC1, CC(C)c1nsc(N)c1C#N, c1ccncc1. Yields the product CC(C)c1nsc(NC(=O)C2CC2)c1C#N. As a reaction SMILES: [CH3:18][c:19]1[cH:20][cH:21][cH:22][cH:23][cH:24]1.[CH3:25][N:26]([c:27]1[cH:28][cH:29][n:30][cH:31][cH:32]1)[CH3:33].[CH:1]1([C:4](=[O:5])[Cl:6])[CH2:2][CH2:3]1.[NH2:7][c:8]1[c:9]([C:16]#[N:17])[c:10]([CH:13]([CH3:14])[CH3:15])[n:11][s:12]1.[cH:34]1[cH:35][cH:36][n:37][cH:38][cH:39]1>>[CH:1]1([C:4](=[O:5])[NH:7][c:8]2[c:9]([C:16]#[N:17])[c:10]([CH:13]([CH3:14])[CH3:15])[n:11][s:12]2)[CH2:2][CH2:3]1. Starting materials: CC(C)(C)OC(=O)N1C2CC(CC2O)C1C(=O)N1CCCC1C#N, CN(C)C=O, CCOC(C)=O, Fc1ccccn1, [H-], [Na+]. The product is CC(C)(C)OC(=O)N1C2CC(CC2Oc2ccccn2)C1C(=O)N1CCCC1C#N. Reaction SMILES: [C:1](#[N:2])[CH:3]1[N:4]([C:8](=[O:9])[CH:10]2[N:11]([C:18](=[O:19])[O:20][C:21]([CH3:22])([CH3:23])[CH3:24])[CH:12]3[CH:13]([OH:17])[CH2:14][CH:15]2[CH2:16]3)[CH2:5][CH2:6][CH2:7]1.[CH3:34][N:35]([CH3:36])[CH:37]=[O:38].[CH3:39][CH2:40][O:41][C:42](=[O:43])[CH3:44].[F:25][c:26]1[n:27][cH:28][cH:29][cH:30][cH:31]1.[H-:32].[Na+:33]>>[C:1](#[N:2])[CH:3]1[N:4]([C:8](=[O:9])[CH:10]2[N:11]([C:18](=[O:19])[O:20][C:21]([CH3:22])([CH3:23])[CH3:24])[CH:12]3[CH:13]([O:17][c:26]4[n:27][cH:28][cH:29][cH:30][cH:31]4)[CH2:14][CH:15]2[CH2:16]3)[CH2:5][CH2:6][CH2:7]1. Reactants: CC(=O)[O-], CCBr, CS(C)=O, ClC(Cl)Cl, [Na+], O, O, O, O=C1c2ccccc2C(=O)N1O. Product: CCON1C(=O)c2ccccc2C1=O. As a reaction SMILES: [C:16]([CH3:17])([O-:18])=[O:19].[CH2:21]([Br:22])[CH3:23].[CH3:24][S:25](=[O:26])[CH3:27].[CH:28]([Cl:29])([Cl:30])[Cl:31].[Na+:20].[OH2:13].[OH2:14].[OH2:15].[OH:1][N:2]1[C:3](=[O:12])[c:4]2[c:5]([cH:8][cH:9][cH:10][cH:11]2)[C:6]1=[O:7]>>[O:1]([N:2]1[C:3](=[O:12])[c:4]2[c:5]([cH:8][cH:9][cH:10][cH:11]2)[C:6]1=[O:7])[CH2:16][CH3:17].